From a dataset of the Open Reaction Database (ORD), a public repository of structured organic reaction records. describe an organic reaction: reactants, conditions, products, and yield Starting materials: CI, Cl, [H-], [Na+], [Na+], CN(C)C=O, [OH-], O, O=C(O)c1csc(CO)n1. Product: COCc1nc(C(=O)O)cs1. As a reaction SMILES: [CH3:13][I:14].[ClH:17].[H-:1].[Na+:16].[Na+:2].[O:18]=[CH:19][N:20]([CH3:21])[CH3:22].[OH-:15].[OH2:23].[OH:3][CH2:4][c:5]1[s:6][cH:7][c:8]([C:10](=[O:11])[OH:12])[n:9]1>>[O:3]([CH2:4][c:5]1[s:6][cH:7][c:8]([C:10](=[O:11])[OH:12])[n:9]1)[CH3:13]. Reactants: C1(=CC=CC=C1)OC (anisole), FC(C(=O)O)(F)F (trifluoroacetic acid), NC=1SC=C(N1)C(C(=O)NC1[C@@H]2N(C(=CCS2)C(=O)OCC(=O)OC(C)(C)C)C1=O)=NOC (tert-butoxycarbonylmethyl 7-[2-(2-aminothiazol-4-yl)-2-methoxyiminoacetamido]-3-cephem-4-carboxylate), resultant solution. Solvent: C(C)(C)OC(C)C (diisopropyl ether). Yields the product NC=1SC=C(N1)C(C(=O)NC1[C@@H]2N(C(=CCS2)C(=O)OCC(=O)O)C1=O)=NOC (carboxymethyl 7-[2-(2-aminothiazol-4-yl)-2-methoxyiminoacetamido]-3-cephem-4-carboxylate). The yield is 63.9%. As a reaction SMILES: C1(OC)C=CC=CC=1.FC(F)(F)C(O)=O.[NH2:16][C:17]1[S:18][CH:19]=[C:20]([C:22](=[N:46][O:47][CH3:48])[C:23]([NH:25][CH:26]2[C:44](=[O:45])[N:28]3[C:29]([C:33]([O:35][CH2:36][C:37]([O:39]C(C)(C)C)=[O:38])=[O:34])=[CH:30][CH2:31][S:32][C@H:27]23)=[O:24])[N:21]=1>C(OC(C)C)(C)C>[NH2:16][C:17]1[S:18][CH:19]=[C:20]([C:22](=[N:46][O:47][CH3:48])[C:23]([NH:25][CH:26]2[C:44](=[O:45])[N:28]3[C:29]([C:33]([O:35][CH2:36][C:37]([OH:39])=[O:38])=[O:34])=[CH:30][CH2:31][S:32][C@H:27]23)=[O:24])[N:21]=1. Procedure: To a solution of anisole (5 ml) and trifluoroacetic acid (6 ml) was added tert-butoxycarbonylmethyl 7-[2-(2-aminothiazol-4-yl)-2-methoxyiminoacetamido]-3-cephem-4-carboxylate (syn isomer, 1.5 g) with stirring at ambient temperature. The reaction mixture was stirred for an hour at the same temperature. Then the resultant solution was dropwise added to diisopropyl ether (150 ml). The precipitates were collected by filtration and washed with diisopropyl ether. The precipitates were dissolved in an ... Reactants: O=C([O-])O, CO, [Na+], CC(C#CC1CCC(c2ccc(F)cc2)O1)OC1CCCCO1, O, Cc1ccc(S(=O)(=O)O)cc1. The product is CC(O)C#CC1CCC(c2ccc(F)cc2)O1. Reaction SMILES: [C:35](=[O:36])([OH:37])[O-:38].[CH3:41][OH:42].[Na+:39].[O:1]1[CH2:2][CH2:3][CH2:4][CH2:5][CH:6]1[O:7][CH:8]([C:9]#[C:10][CH:11]1[O:12][CH:13]([c:16]2[cH:17][cH:18][c:19]([F:22])[cH:20][cH:21]2)[CH2:14][CH2:15]1)[CH3:23].[OH2:40].[c:24]1([CH3:25])[cH:26][cH:27][c:28]([S:29]([OH:30])(=[O:31])=[O:32])[cH:33][cH:34]1>>[OH:7][CH:8]([C:9]#[C:10][CH:11]1[O:12][CH:13]([c:16]2[cH:17][cH:18][c:19]([F:22])[cH:20][cH:21]2)[CH2:14][CH2:15]1)[CH3:23]. The reactants are C(C1=CC=CC=C1)O[C@H]1C(OCC=C)O[C@@H]([C@H]([C@@H]1OCC1=CC=CC=C1)O[C@H]1[C@H](OCC2=CC=CC=C2)[C@@H](OCC2=CC=CC=C2)[C@H](OCC2=CC=CC=C2)[C@H](O1)CO)COCC1=CC=CC=C1 (Allyl 2,3,6-tri-O-benzyl-4-O-(2,3,4-tri-O-benzyl-β-D-glucopyranosyl)-D-glucopyranoside), N1=CC=CC=C1 (pyridine), C1(=CC=C(C=C1)S(=O)(=O)Cl)C (p-toluenesulfonyl chloride). The reagents and catalysts are CN(C1=CC=NC=C1)C (4-dimethylaminopyridine). Reaction conditions: time 13 hour. Yields the product C(C1=CC=CC=C1)O[C@H]1C(OCC=C)O[C@@H]([C@H]([C@@H]1OCC1=CC=CC=C1)O[C@H]1[C@H](OCC2=CC=CC=C2)[C@@H](OCC2=CC=CC=C2)[C@H](OCC2=CC=CC=C2)[C@H](O1)C(O)S(=O)(=O)C=1C(=CC=CC1)C)COCC1=CC=CC=C1 (Allyl 2,3,6-tri-O-benzyl-4-O-(2,3,4-tri-O-benzyl-6-toluenesulfonyl-β-D-glucopyranosyl)-D-glucopyranoside). Yield: 74.0%. As a reaction SMILES: [CH2:1]([O:8][C@@H:9]1[C@@H:18]([O:19][CH2:20][C:21]2[CH:26]=[CH:25][CH:24]=[CH:23][CH:22]=2)[C@H:17]([O:27][C@@H:28]2[O:57][C@H:56]([CH2:58][OH:59])[C@@H:47]([O:48][CH2:49][C:50]3[CH:55]=[CH:54][CH:53]=[CH:52][CH:51]=3)[C@H:38]([O:39][CH2:40][C:41]3[CH:46]=[CH:45][CH:44]=[CH:43][CH:42]=3)[C@H:29]2[O:30][CH2:31][C:32]2[CH:37]=[CH:36][CH:35]=[CH:34][CH:33]=2)[C@@H:16]([CH2:60][O:61][CH2:62][C:63]2[CH:68]=[CH:67][CH:66]=[CH:65][CH:64]=2)[O:15][CH:10]1[O:11][CH2:12][CH:13]=[CH2:14])[C:2]1[CH:7]=[CH:6][CH:5]=[CH:4][CH:3]=1.[C:69]1(C)[CH:74]=[CH:73][C:72]([S:75](Cl)(=[O:77])=[O:76])=[CH:71][CH:70]=1.N1C=CC=C[CH:81]=1>CN(C)C1C=CN=CC=1>[CH2:1]([O:8][C@@H:9]1[C@@H:18]([O:19][CH2:20][C:21]2[CH:22]=[CH:23][CH:24]=[CH:25][CH:26]=2)[C@H:17]([O:27][C@@H:28]2[O:57][C@H:56]([CH:58]([S:75]([C:72]3[C:73]([CH3:81])=[CH:74][CH:69]=[CH:70][CH:71]=3)(=[O:76])=[O:77])[OH:59])[C@@H:47]([O:48][CH2:49][C:50]3[CH:51]=[CH:52][CH:53]=[CH:54][CH:55]=3)[C@H:38]([O:39][CH2:40][C:41]3[CH:42]=[CH:43][CH:44]=[CH:45][CH:46]=3)[C@H:29]2[O:30][CH2:31][C:32]2[CH:37]=[CH:36][CH:35]=[CH:34][CH:33]=2)[C@@H:16]([CH2:60][O:61][CH2:62][C:63]2[CH:64]=[CH:65][CH:66]=[CH:67][CH:68]=2)[O:15][CH:10]1[O:11][CH2:12][CH:13]=[CH2:14])[C:2]1[CH:7]=[CH:6][CH:5]=[CH:4][CH:3]=1. Reported procedure: The compound (37.8 g, 41.0 mmol) synthesized in Example 2 (2c) was dissolved in pyridine (300 mL) and p-toluenesulfonyl chloride (15.6 g, 82.0 mmol) and 4-dimethylaminopyridine (1.0 g, 0.82 mmol) were added thereto, followed by stirring of the mixture at room temperature for 13 hours. After the solvent was distilled off under reduced pressure, the residue was poured to 10% aqueous hydrochloric acid solution (50 mL) and ethyl acetate (200 mL) and the organic layer was washed with 10% aqueous hydr... Reactants: Br, CCC(=O)O, CC(=O)O, ClCCl, COc1c(O)nc(N(C)S(C)(=O)=O)c2c1C(=O)N(Cc1ccc(F)cc1)CC2. Product: CN(c1nc(O)c(O)c2c1CCN(Cc1ccc(F)cc1)C2=O)S(C)(=O)=O. As a reaction SMILES: [BrH:29].[CH3:30][CH2:31][C:32](=[O:33])[OH:34].[CH3:38][C:39](=[O:40])[OH:41].[Cl:35][CH2:36][Cl:37].[F:1][c:2]1[cH:3][cH:4][c:5]([CH2:6][N:7]2[C:8](=[O:26])[c:9]3[c:10]([O:24][CH3:25])[c:11]([OH:23])[n:12][c:13]([N:17]([S:18](=[O:19])(=[O:20])[CH3:21])[CH3:22])[c:14]3[CH2:15][CH2:16]2)[cH:27][cH:28]1>>[F:1][c:2]1[cH:3][cH:4][c:5]([CH2:6][N:7]2[C:8](=[O:26])[c:9]3[c:10]([OH:24])[c:11]([OH:23])[n:12][c:13]([N:17]([S:18](=[O:19])(=[O:20])[CH3:21])[CH3:22])[c:14]3[CH2:15][CH2:16]2)[cH:27][cH:28]1. Starting materials: CC(C)(C)[O-].[K+] (t-BuOK), OC1=C2CCC(C2=CC=C1)=O (4-hydroxy-indan-1-one). Run in C(C)OCC (diethylether), CCOCC (Et2O). Reaction conditions: time 15 minute. The product is C(C)=C1CCC=2C(=CC=CC12)O (1-ethylidene-indan-4-ol). The yield is 17.1%. RXN SMILES: [CH3:1][C:2]([O-:5])(C)[CH3:3].[K+].O[C:8]1[CH:16]=[CH:15]C=[C:13]2[C:9]=1[CH2:10][CH2:11][C:12]2=O>CCOCC>[CH:10](=[C:9]1[C:8]2[CH:16]=[CH:15][CH:3]=[C:2]([OH:5])[C:1]=2[CH2:12][CH2:13]1)[CH3:11] |f:0.1|. Procedure: To a suspension of CH3CH2PPh3I (677 mg, 1.62 mmol) in Et2O (10 mL) was added t-BuOK (181 mg, 1.62 mmol). The mixture was stirred for 15 minutes, to which was added dropwise 4-hydroxy-indan-1-one (200 mg, 1.35 mmol). The mixture was stirred at room temperature overnight and then diluted with diethylether. The mixture was filtered on a pad of celite, and the filtrate was concentrated. The crude residue was purified by column chromatography to give 1-ethylidene-indan-4-ol (37 mg, 17%). Yields the product Nc1ccc2cc(Br)ccc2c1. Reactants: Oc1ccc2cc(Br)ccc2c1, N, [NH4+], [NH4+], O=S([O-])[O-]. Reaction SMILES: [Br:1][c:2]1[cH:3][c:4]2[cH:5][cH:6][c:7]([OH:12])[cH:8][c:9]2[cH:10][cH:11]1.[NH3:19].[NH4+:17].[NH4+:18].[S:13]([O-:14])([O-:15])=[O:16]>>[Br:1][c:2]1[cH:3][c:4]2[cH:5][cH:6][c:7]([NH2:17])[cH:8][c:9]2[cH:10][cH:11]1. The reactants are Cl (HCl), CN(C=1OC=C(N1)C(=O)OCC)S(=O)(=O)C (ethyl 2-[methyl(methylsulfonyl)amino]-1,3-oxazole-4-carboxylate), [OH-].[Li+] (lithium hydroxide), O1CCCC1 (tetrahydrofuran). The solvent is O (water). Run at time 2 hour. Yields the product CN(C=1OC=C(N1)C(=O)O)S(=O)(=O)C (2-[methyl(methylsulfonyl)amino]-1,3-oxazole-4-carboxylic acid). Isolated yield 82.4%. Reaction SMILES: [CH3:1][N:2]([S:13]([CH3:16])(=[O:15])=[O:14])[C:3]1[O:4][CH:5]=[C:6]([C:8]([O:10]CC)=[O:9])[N:7]=1.[OH-].[Li+].O1CCCC1.Cl>O>[CH3:1][N:2]([S:13]([CH3:16])(=[O:15])=[O:14])[C:3]1[O:4][CH:5]=[C:6]([C:8]([OH:10])=[O:9])[N:7]=1 |f:1.2|. Reported procedure: To a 50 ml round bottom flask was added (61 mg, 0.2457 mmoles) ethyl 2-[methyl(methylsulfonyl)amino]-1,3-oxazole-4-carboxylate, (51.5 mg, 1.2274 mmoles, 5.0 eq.) lithium hydroxide, (2.5 ml) tetrahydrofuran and (1.5 ml) water. The reaction was agitated at ambient temperature for ˜2 hours. The reaction was complete by electrospray mass spec. The reaction was worked up by adding (5 ml) 1N HCl and then extracting with ethyl acetate. The organic layer was washed with water and brine and then dried wi...